Dataset: the Open Reaction Database (ORD), a public repository of structured organic reaction records. Task: describe an organic reaction: reactants, conditions, products, and yield The reactants are C(C)OC1=C(C=NC2=CC3=C(C=C12)OCO3)C(=O)OCC (ethyl 4-ethoxy-6,7-methylenedioxyquinoline 3-carboxylate), C1(=CC=C(C=C1)S(=O)(=O)O)C (p-toluenesulfonic acid). Run in C(Cl)(Cl)Cl (chloroform). Run at temperature 180 celsius. The product is C(C)N1C=C(C(C2=CC3=C(C=C12)OCO3)=O)C(=O)OCC (ethyl 1-ethyl-6,7-methylenedioxy-4-quinolone-3-carboxylate). The yield is 5655.1%. Reaction SMILES: C([O:3][C:4]1[C:13]2[C:8](=[CH:9][C:10]3[O:16][CH2:15][O:14][C:11]=3[CH:12]=2)[N:7]=[CH:6][C:5]=1[C:17]([O:19][CH2:20][CH3:21])=[O:18])C.[C:22]1(C)C=CC(S(O)(=O)=O)=C[CH:23]=1>C(Cl)(Cl)Cl>[CH2:22]([N:7]1[C:8]2[C:13](=[CH:12][C:11]3[O:14][CH2:15][O:16][C:10]=3[CH:9]=2)[C:4](=[O:3])[C:5]([C:17]([O:19][CH2:20][CH3:21])=[O:18])=[CH:6]1)[CH3:23]. Procedure: A mixture of 2.9 g of ethyl 4-ethoxy-6,7-methylenedioxyquinoline 3-carboxylate and 0.03 g of p-toluenesulfonic acid was melted and heated at 180°C (bath temperature) for 2 hours and cooled. The product was dissolved in chloroform, washed with a dilute aqueous sodium carbonate solution and then with water. The chloroform layer was separated and evaporated to dryness. There was obtained 2.85 g of pure ethyl 1-ethyl-6,7-methylenedioxy-4-quinolone-3-carboxylate, m.p. 175°-177°C. The reactants are ClC=1C(=CC=2C(=NC=3N(C=C(C(C3C2)=O)C(=O)OCC)N(C)C=O)C1)F (8-chloro-3-ethoxycarbonyl-7-fluoro-1-(N-formyl-N-methylamino)-4-oxo-1,4-dihydro-benzo[b][1,8]naphthyridine), Cl (hydrochloric acid), lime. Run in C(C)(=O)O (acetic acid). Reaction conditions: time 4 hour. Product: ClC=1C(=CC=2C(=NC=3N(C=C(C(C3C2)=O)C(=O)O)NC)C1)F (8-chloro-7-fluoro-1-methylamino-4-oxo-1,4-dihydro-benzo[b][1,8]naphthyridine-3-carboxylic acid). The yield is 97.7%. Reaction SMILES: [Cl:1][C:2]1[C:3]([F:26])=[CH:4][C:5]2[C:6]([CH:25]=1)=[N:7][C:8]1[N:9]([N:21](C=O)[CH3:22])[CH:10]=[C:11]([C:16]([O:18]CC)=[O:17])[C:12](=[O:15])[C:13]=1[CH:14]=2.Cl>C(O)(=O)C>[Cl:1][C:2]1[C:3]([F:26])=[CH:4][C:5]2[C:6]([CH:25]=1)=[N:7][C:8]1[N:9]([NH:21][CH3:22])[CH:10]=[C:11]([C:16]([OH:18])=[O:17])[C:12](=[O:15])[C:13]=1[CH:14]=2. Procedure: A suspension of 16.4 g of 8-chloro-3-ethoxycarbonyl-7-fluoro-1-(N-formyl-N-methylamino)-4-oxo-1,4-dihydro-benzo[b][1,8]naphthyridine in 164 cm3 of acetic acid and 164 cm3 of an aqueous 17.5% hydrochloric acid solution is heated at a temperature close to 100° C., with stirring, for 4 hours. After cooling to a temperature close to 10° C., 165 cm3 of 30% slate lime is added at between 10° and 20° C. The product is drained and washed with 3 times 150 cm3 of water, 3 times 150 cm3 of ethanol and 3 ti... Reactants: P(OCC)(OCC)OCC (Triethyl phosphite), C(C1=CC=CC=C1)OC1=C(CCl)C=C(C=C1)CC1=CC=C(C=C1)CC (2-benzyloxy-5-(4-ethylbenzyl)benzylchloride). Conditions: temperature 155 celsius, time 4 hour. Product: C(C)OP(OCC)(=O)CC1=C(C=CC(=C1)CC1=CC=C(C=C1)CC)OCC1=CC=CC=C1 ([2-Benzyloxy-5-(4-ethylbenzyl)benzyl]phosphonic acid diethylester). RXN SMILES: [P:1]([O:8][CH2:9][CH3:10])([O:5][CH2:6][CH3:7])[O:2]CC.[CH2:11]([O:18][C:19]1[CH:26]=[CH:25][C:24]([CH2:27][C:28]2[CH:33]=[CH:32][C:31]([CH2:34][CH3:35])=[CH:30][CH:29]=2)=[CH:23][C:20]=1[CH2:21]Cl)[C:12]1[CH:17]=[CH:16][CH:15]=[CH:14][CH:13]=1>>[CH2:9]([O:8][P:1]([CH2:21][C:20]1[CH:23]=[C:24]([CH2:27][C:28]2[CH:33]=[CH:32][C:31]([CH2:34][CH3:35])=[CH:30][CH:29]=2)[CH:25]=[CH:26][C:19]=1[O:18][CH2:11][C:12]1[CH:17]=[CH:16][CH:15]=[CH:14][CH:13]=1)(=[O:2])[O:5][CH2:6][CH3:7])[CH3:10]. Procedure: Triethyl phosphite (0.6 mL) was added to 2-benzyloxy-5-(4-ethylbenzyl)benzylchloride (1.00 g), and the mixture was stirred for 4 hr at 150-160° C. The mixture was purified by silica gel column chromatography (ethyl acetate/n-hexane=1/2) to give the title compound (1.09 g) as a colorless oil. As a reaction SMILES: C(S([N:6]1C[CH2:10][CH:9]([C:12]2C3C(=C(C(N)=O)C=C(C4SC(CNCC(C)CC)=CC=4)C=3)NC=2)[CH2:8][CH2:7]1)(=O)=O)C.[CH:36]([C:38]1[S:42][C:41]([B:43]([OH:45])[OH:44])=[CH:40][CH:39]=1)=O.CC(C)CCN.[BH3-]C#N.[Na+]>>[CH3:10][CH:9]([CH3:12])[CH2:8][CH2:7][NH:6][CH2:36][C:38]1[S:42][C:41]([B:43]([OH:45])[OH:44])=[CH:40][CH:39]=1 |f:3.4|. The product is CC(CCNCC1=CC=C(S1)B(O)O)C ((5-{[(3-methylbutyl)amino]methyl}-2-thienyl)boronic acid). Procedure: Following the general procedure of 3-[1-(ethylsulfonyl)-4-piperidinyl]-5-(5-{[(2-methylbutyl)amino]methyl}-2-thienyl)-1H-indole-7-carboxamide, (5-formyl-2-thienyl)boronic acid (50 mg, 0.32 mmol), (3-methylbutyl)amine (28 mg, 0.32 mmol), and NaCNBH3 (40 mg, 0.64 mmol) were reacted to give 46 mg of crude (5-{[(3-methylbutyl)amino]methyl}-2-thienyl)boronic acid. The crude (5-{[(3-methylbutyl)amino]methyl}-2-thienyl)boronic acid was then reacted with 5-bromo-3-[1-(ethylsulfonyl)-4-piperidinyl]-1H-in... Starting materials: C(C)S(=O)(=O)N1CCC(CC1)C1=CNC2=C(C=C(C=C12)C=1SC(=CC1)CNCC(CC)C)C(=O)N (3-[1-(ethylsulfonyl)-4-piperidinyl]-5-(5-{[(2-methylbutyl)amino]methyl}-2-thienyl)-1H-indole-7-carboxamide), [BH3-]C#N.[Na+] (NaCNBH3), C(=O)C1=CC=C(S1)B(O)O ((5-formyl-2-thienyl)boronic acid), CC(CCN)C ((3-methylbutyl)amine). Reactants: BrC=1C=C(C=CC1)C(C=1SC2=C(N1)C=CC=C2)OC2CCN(CC2)C (2-[(3-bromophenyl)(1-methylpiperidin-4-yloxy)methyl]benzothiazole), CC1(C2=C(C(=CC=C2)P(C3=CC=CC=C3)C4=CC=CC=C4)OC5=C(C=CC=C51)P(C6=CC=CC=C6)C7=CC=CC=C7)C (Xantphos), C(C1=CC=CC=C1)S (benzyl mercaptan), C(C)(C)N(CC)C(C)C (diisopropylethylamine). Reagents/catalysts: C(C1=CC=CC=C1)=CC(=O)C=CC1=CC=CC=C1.C(C1=CC=CC=C1)=CC(=O)C=CC1=CC=CC=C1.[Pd] (palladium bis(dibenzylideneacetone)). Solvent: O1CCOCC1 (1,4-dioxane). Reaction conditions: temperature 120 celsius, time 15 hour. Yields the product C(C1=CC=CC=C1)SC=1C=C(C=CC1)C(C=1SC2=C(N1)C=CC=C2)OC2CCN(CC2)C (2-[(3-benzylsulfanylphenyl)(1-methylpiperidin-4-yloxy)methyl]benzothiazole). Reaction SMILES: Br[C:2]1[CH:3]=[C:4]([CH:8]([O:18][CH:19]2[CH2:24][CH2:23][N:22]([CH3:25])[CH2:21][CH2:20]2)[C:9]2[S:10][C:11]3[CH:17]=[CH:16][CH:15]=[CH:14][C:12]=3[N:13]=2)[CH:5]=[CH:6][CH:7]=1.CC1(C)C2C(=C(P(C3C=CC=CC=3)C3C=CC=CC=3)C=CC=2)OC2C(P(C3C=CC=CC=3)C3C=CC=CC=3)=CC=CC1=2.[CH2:68]([SH:75])[C:69]1[CH:74]=[CH:73][CH:72]=[CH:71][CH:70]=1.C(N(C(C)C)CC)(C)C>C(=CC(C=CC1C=CC=CC=1)=O)C1C=CC=CC=1.C(=CC(C=CC1C=CC=CC=1)=O)C1C=CC=CC=1.[Pd].O1CCOCC1>[CH2:68]([S:75][C:2]1[CH:3]=[C:4]([CH:8]([O:18][CH:19]2[CH2:24][CH2:23][N:22]([CH3:25])[CH2:21][CH2:20]2)[C:9]2[S:10][C:11]3[CH:17]=[CH:16][CH:15]=[CH:14][C:12]=3[N:13]=2)[CH:5]=[CH:6][CH:7]=1)[C:69]1[CH:74]=[CH:73][CH:72]=[CH:71][CH:70]=1 |f:4.5.6|. Procedure: A screw-cap tube is charged with 2-[(3-bromophenyl)(1-methylpiperidin-4-yloxy)methyl]benzothiazole (208 mg), palladium bis(dibenzylideneacetone) (14 mg), Xantphos (14 mg), benzyl mercaptan (59 μL), diisopropylethylamine (174 μL) and 1,4-dioxane (2 mL). The tube is evacuated, filled with argon and sealed. After stirring at 120° C. for 15 h, the mixture is diluted with ethyl acetate and water and the aqueous phase is extracted with ethyl acetate. The pooled organic extracts are dried over magnesiu...